This data is from the Open Reaction Database (ORD), a public repository of structured organic reaction records. The task is: describe an organic reaction: reactants, conditions, products, and yield The reactants are N1C(=S)NC(=O)C=C1 (2-thiouracil), Cl[Sn](Cl)(Cl)Cl (SnCl4), C(C)(=O)O[C@H]1[C@H](OC(C2=CC=CC=C2)=O)[C@H](OC(C2=CC=CC=C2)=O)[C@H](O1)COC(C1=CC=CC=C1)=O (1-O-acetyl-2,3,5-tri-O-benzoyl-β-D-ribofuranose), C[Si](C)(C)N[Si](C)(C)C (HMDS). The solvent is C(C)#N (acetonitrile). The product is C(C1=CC=CC=C1)(=O)O[C@H]1[C@@H](O[C@@H]([C@H]1OC(C1=CC=CC=C1)=O)COC(C1=CC=CC=C1)=O)N1C(=S)NC(=O)C=C1 (2-thiouridine tribenzoate). The yield is 64.0%. Reaction SMILES: [NH:1]1[CH:8]=[CH:7][C:5](=[O:6])[NH:4][C:2]1=[S:3].C(O[C@@H:13]1[O:35][C@H:34]([CH2:36][O:37][C:38](=[O:45])[C:39]2[CH:44]=[CH:43][CH:42]=[CH:41][CH:40]=2)[C@@H:24]([O:25][C:26](=[O:33])[C:27]2[CH:32]=[CH:31][CH:30]=[CH:29][CH:28]=2)[C@H:14]1[O:15][C:16](=[O:23])[C:17]1[CH:22]=[CH:21][CH:20]=[CH:19][CH:18]=1)(=O)C.C[Si](N[Si](C)(C)C)(C)C.Cl[Sn](Cl)(Cl)Cl>C(#N)C>[C:16]([O:15][C@@H:14]1[C@H:24]([O:25][C:26](=[O:33])[C:27]2[CH:32]=[CH:31][CH:30]=[CH:29][CH:28]=2)[C@@H:34]([CH2:36][O:37][C:38](=[O:45])[C:39]2[CH:40]=[CH:41][CH:42]=[CH:43][CH:44]=2)[O:35][C@H:13]1[N:1]1[CH:8]=[CH:7][C:5](=[O:6])[NH:4][C:2]1=[S:3])(=[O:23])[C:17]1[CH:22]=[CH:21][CH:20]=[CH:19][CH:18]=1. Reported procedure: 0.64 g. (5 mmol) of 2-thiouracil, 2.52 g. (5 mmol) of 1-O-acetyl-2,3,5-tri-O-benzoyl-β-D-ribofuranose were combined in 75 ml. of absolute acetonitrile with 0.65 g. (4 mmol) of HMDS, 0,43 g. (4 mmol) of TCS, and 1.56 g. (6 mmol) of SnCl4 and after 7 hours at 24° C. the mixture was worked up as set forth in Example 1, thus obtaining 64% of crystalline 2-thiouridine tribenzoate. Starting materials: CCOC(=O)CCc1ccc(C#N)cc1, CCO. The product is N#Cc1ccc(CCC(=O)O)cc1. As a reaction SMILES: [C:1](#[N:2])[c:3]1[cH:4][cH:5][c:6]([CH2:9][CH2:10][C:11](=[O:12])[O:13][CH2:14][CH3:15])[cH:7][cH:8]1.[CH3:16][CH2:17][OH:18]>>[C:1](#[N:2])[c:3]1[cH:4][cH:5][c:6]([CH2:9][CH2:10][C:11](=[O:12])[OH:13])[cH:7][cH:8]1.